Task: describe an organic reaction: reactants, conditions, products, and yield. Dataset: the Open Reaction Database (ORD), a public repository of structured organic reaction records Reactants: CCN(C(C)C)C(C)C, COc1ccc(CCCl)cc1S(N)(=O)=O, Fc1ccc(-c2oc(N3CCNCC3)nc2COCC(F)(F)F)cc1, [I-], [Na+], C1COCCO1. Yields the product COc1ccc(CCN2CCN(c3nc(COCC(F)(F)F)c(-c4ccc(F)cc4)o3)CC2)cc1S(N)(=O)=O. Reaction SMILES: [CH:43]([N:44]([CH:45]([CH3:46])[CH3:47])[CH2:48][CH3:49])([CH3:50])[CH3:51].[Cl:26][CH2:27][CH2:28][c:29]1[cH:30][cH:31][c:32]([O:39][CH3:40])[c:33]([S:35](=[O:36])(=[O:37])[NH2:38])[cH:34]1.[F:1][c:2]1[cH:3][cH:4][c:5](-[c:8]2[c:9]([CH2:19][O:20][CH2:21][C:22]([F:23])([F:24])[F:25])[n:10][c:11]([N:13]3[CH2:14][CH2:15][NH:16][CH2:17][CH2:18]3)[o:12]2)[cH:6][cH:7]1.[I-:42].[Na+:41].[O:52]1[CH2:53][CH2:54][O:55][CH2:56][CH2:57]1>>[F:1][c:2]1[cH:3][cH:4][c:5](-[c:8]2[c:9]([CH2:19][O:20][CH2:21][C:22]([F:23])([F:24])[F:25])[n:10][c:11]([N:13]3[CH2:14][CH2:15][N:16]([CH2:27][CH2:28][c:29]4[cH:30][cH:31][c:32]([O:39][CH3:40])[c:33]([S:35](=[O:36])(=[O:37])[NH2:38])[cH:34]4)[CH2:17][CH2:18]3)[o:12]2)[cH:6][cH:7]1.